Dataset: the Open Reaction Database (ORD), a public repository of structured organic reaction records. Task: describe an organic reaction: reactants, conditions, products, and yield Reaction SMILES: [CH3:46][C:47](=[O:48])[O-:49].[CH3:51][OH:52].[CH3:53][CH2:54][O:55][CH2:56][CH3:57].[ClH:42].[ClH:50].[NH2:43][OH:44].[Na+:45].[OH:1][CH:2]([CH2:3][O:4][c:5]1[cH:6][cH:7][cH:8][c:9]2[c:17]1-[c:16]1[c:11]([cH:12][cH:13][cH:14][cH:15]1)[C:10]2=[O:18])[CH2:19][NH:20][CH2:21][CH:22]1[CH2:23][CH2:24][N:25]([c:28]2[cH:29][cH:30][n:31][c:32]3[cH:33][c:34]([C:38]([F:39])([F:40])[F:41])[cH:35][cH:36][c:37]23)[CH2:26][CH2:27]1>>[OH:1][CH:2]([CH2:3][O:4][c:5]1[cH:6][cH:7][cH:8][c:9]2[c:17]1-[c:16]1[c:11]([cH:12][cH:13][cH:14][cH:15]1)[C:10]2=[N:43][OH:44])[CH2:19][NH:20][CH2:21][CH:22]1[CH2:23][CH2:24][N:25]([c:28]2[cH:29][cH:30][n:31][c:32]3[cH:33][c:34]([C:38]([F:39])([F:40])[F:41])[cH:35][cH:36][c:37]23)[CH2:26][CH2:27]1. Reactants: CC(=O)[O-], CO, CCOCC, Cl, Cl, NO, [Na+], O=C1c2ccccc2-c2c(OCC(O)CNCC3CCN(c4ccnc5cc(C(F)(F)F)ccc45)CC3)cccc21. The product is ON=C1c2ccccc2-c2c(OCC(O)CNCC3CCN(c4ccnc5cc(C(F)(F)F)ccc45)CC3)cccc21.